The task is: describe an organic reaction: reactants, conditions, products, and yield. This data is from the Open Reaction Database (ORD), a public repository of structured organic reaction records. Starting materials: C(C)(C)(C)ON(C(=O)C)CC(=O)NC1=CC(=C(C=C1)C)C1CCN(CC1)CC1=CC=C(C=C1)OC1=C(C=C(C(=C1)F)F)F (2-[(tert-butoxy)-N-methylcarbonylamino]-N-[4-methyl-3-(1-{[4-(2,4,5-trifluorophenoxy) phenyl]methyl}(4-piperidyl))phenyl]acetamide), C(Cl)Cl (CH2Cl2), FC(C(=O)O)(F)F (trifluoroacetic acid). Solvent: Cl (hydrogen chloride). Reaction conditions: time 30 minute. Yields the product Cl.Cl.CNCC(=O)NC1=CC(=C(C=C1)C)C1CCN(CC1)CC1=CC=C(C=C1)OC1=C(C=C(C(=C1)F)F)F (2-(methylamino)-N-[4-methyl-3-(1-{[4-(2,4,5-trifluorophenoxy)phenyl]methyl}(4-piperidyl))phenyl]acetamide dihydrochloride). The yield is 88.0%. Reaction SMILES: C(O[N:6]([CH2:10][C:11]([NH:13][C:14]1[CH:19]=[CH:18][C:17]([CH3:20])=[C:16]([CH:21]2[CH2:26][CH2:25][N:24]([CH2:27][C:28]3[CH:33]=[CH:32][C:31]([O:34][C:35]4[CH:40]=[C:39]([F:41])[C:38]([F:42])=[CH:37][C:36]=4[F:43])=[CH:30][CH:29]=3)[CH2:23][CH2:22]2)[CH:15]=1)=[O:12])[C:7](C)=O)(C)(C)C.FC(F)(F)C(O)=O.C(Cl)[Cl:52]>Cl>[ClH:52].[ClH:52].[CH3:7][NH:6][CH2:10][C:11]([NH:13][C:14]1[CH:19]=[CH:18][C:17]([CH3:20])=[C:16]([CH:21]2[CH2:22][CH2:23][N:24]([CH2:27][C:28]3[CH:29]=[CH:30][C:31]([O:34][C:35]4[CH:40]=[C:39]([F:41])[C:38]([F:42])=[CH:37][C:36]=4[F:43])=[CH:32][CH:33]=3)[CH2:25][CH2:26]2)[CH:15]=1)=[O:12] |f:4.5.6|. Reported procedure: 2-[(tert-butoxy)-N-methylcarbonylamino]-N-[4-methyl-3-(1-{[4-(2,4,5-trifluorophenoxy) phenyl]methyl}(4-piperidyl))phenyl]acetamide was dissolved in CH2Cl2 (15 mL) and trifluoroacetic acid (5 mL) was added dropwise to the stirred solution. Stirring was continued for 30 minutes then the reaction mixture was concentrated in vacuo to give a gum. This was partitioned between CH2Cl2 (2×30 mL) and saturated aqueous NaHCO3 (30 mL). The combined organic layers were dried over MgSO4 and concentrated in va... The reactants are BrC=1C(=NC(=NC1)I)I (5-bromo-2,4-diiodopyrimidine), [S-]C#N.[K+] (potassium thiocyanate). Solvent: C(=O)O (formic acid). Product: BrC=1C(=NC(=NC1)I)SC#N (5-bromo-2-iodo-4 thiocyanopyrimidine). Isolated yield 82.4%. As a reaction SMILES: [Br:1][C:2]1[C:3](I)=[N:4][C:5]([I:8])=[N:6][CH:7]=1.[S-:10][C:11]#[N:12].[K+]>C(O)=O>[Br:1][C:2]1[C:3]([S:10][C:11]#[N:12])=[N:4][C:5]([I:8])=[N:6][CH:7]=1 |f:1.2|. Procedure: In 30 ml of formic acid, a reaction of 4.11 g of 5-bromo-2,4-diiodopyrimidine and 1.17 g of potassium thiocyanate was conducted at room temperature (20° C.) for 5 hours in a similar manner as Synthesis Example 1. Then, the reaction mixture was treated in a similar procedure as Synthesis Example 1, there was obtained a 82.4% yield of 5-bromo-2-iodo-4 thiocyanopyrimidine, m.p. 199°-202° C. Reactants: ClCCl, COc1cc2c(cc1OC)C(C)NCC2, C(=NC1CCCCC1)=NC1CCCCC1, O=C(O)Cc1cccc([N+](=O)[O-])c1. The product is COc1cc2c(cc1OC)C(C)N(C(=O)Cc1cccc([N+](=O)[O-])c1)CC2. As a reaction SMILES: [CH2:44]([Cl:45])[Cl:46].[CH3:1][O:2][c:3]1[cH:4][c:5]2[c:10]([cH:11][c:12]1[O:13][CH3:14])[CH:9]([CH3:15])[NH:8][CH2:7][CH2:6]2.[CH:29]1([N:30]=[C:31]=[N:32][CH:33]2[CH2:34][CH2:35][CH2:36][CH2:37][CH2:38]2)[CH2:39][CH2:40][CH2:41][CH2:42][CH2:43]1.[N+:16](=[O:17])([O-:18])[c:19]1[cH:20][c:21]([CH2:25][C:26](=[O:27])[OH:28])[cH:22][cH:23][cH:24]1>>[CH3:1][O:2][c:3]1[cH:4][c:5]2[c:10]([cH:11][c:12]1[O:13][CH3:14])[CH:9]([CH3:15])[N:8]([C:26]([CH2:25][c:21]1[cH:20][c:19]([N+:16](=[O:17])[O-:18])[cH:24][cH:23][cH:22]1)=[O:27])[CH2:7][CH2:6]2. The reactants are CC1=NOC(=N1)C1=C(N=C(S1)N)C1=CC=CC=C1 (5-(3-methyl-[1,2,4]oxadiazol-5-yl)-4-phenyl-thiazol-2-ylamine), S1C(=CC=C1)CC(=O)Cl (thiophen-2-yl-acetyl chloride). Yields the product CC1=NOC(=N1)C1=C(N=C(S1)NC(CC=1SC=CC1)=O)C1=CC=CC=C1 (N-[5-(3-Methyl-[1,2,4]oxadiazol-5-yl)-4-phenyl-thiazol-2-yl]-2-thiophen-2-yl-acetamide). RXN SMILES: [CH3:1][C:2]1[N:6]=[C:5]([C:7]2[S:11][C:10]([NH2:12])=[N:9][C:8]=2[C:13]2[CH:18]=[CH:17][CH:16]=[CH:15][CH:14]=2)[O:4][N:3]=1.[S:19]1[CH:23]=[CH:22][CH:21]=[C:20]1[CH2:24][C:25](Cl)=[O:26]>>[CH3:1][C:2]1[N:6]=[C:5]([C:7]2[S:11][C:10]([NH:12][C:25](=[O:26])[CH2:24][C:20]3[S:19][CH:23]=[CH:22][CH:21]=3)=[N:9][C:8]=2[C:13]2[CH:14]=[CH:15][CH:16]=[CH:17][CH:18]=2)[O:4][N:3]=1. Procedure details: Prepared from 5-(3-methyl-[1,2,4]oxadiazol-5-yl)-4-phenyl-thiazol-2-ylamine and thiophen-2-yl-acetyl chloride.